This data is from the Open Reaction Database (ORD), a public repository of structured organic reaction records. The task is: describe an organic reaction: reactants, conditions, products, and yield Reactants: OCC=1C=C(C=O)C=CC1 (3-(Hydroxymethyl)benzaldehyde), O1CCCC=C1 (3,4-dihydro-2H-pyran), C(C)(=O)[O-].[NH4+] (ammonium acetate), C1(=CC=C(C=C1)S(=O)(=O)[O-])C.[NH+]1=CC=CC=C1 (pyridinium p-toluenesulfonate). The solvent is C(Cl)Cl (CH2Cl2). Conditions: time 3 hour. Product: O1C(CCCC1)OCC=1C=C(C=O)C=CC1 (3-(((2-Tetrahydropyranyl)oxy)methyl)benzaldehyde). Reaction SMILES: [OH:1][CH2:2][C:3]1[CH:4]=[C:5]([CH:8]=[CH:9][CH:10]=1)[CH:6]=[O:7].[O:11]1[CH:16]=[CH:15][CH2:14][CH2:13][CH2:12]1.C1(C)C=CC(S([O-])(=O)=O)=CC=1.[NH+]1C=CC=CC=1.C([O-])(=O)C.[NH4+]>C(Cl)Cl>[O:11]1[CH2:16][CH2:15][CH2:14][CH2:13][CH:12]1[O:7][CH2:6][C:5]1[CH:4]=[C:3]([CH:10]=[CH:9][CH:8]=1)[CH:2]=[O:1] |f:2.3,4.5|. Reported procedure: To the alcohol of Step 1 (94 g) in CH2Cl2 (1.5 L) at 0° C. was added 3,4-dihydro-2H-pyran (300 mL) followed by pyridinium p-toluenesulfonate (5.0 g). After 3 hours at room temperature, the reaction mixture was poured on aqueous 25% ammonium acetate and extracted with CH2Cl2. The resulting mixture was purified by flash chromatography (50% EtOAc in toluene) to give 147 g of the title aldehyde. Starting materials: ClCCl, C1=COCCC1, C#CCO, Cc1ccc(S(=O)(=O)O)cc1. The product is C#CCOC1CCCCO1. As a reaction SMILES: [CH2:22]([Cl:23])[Cl:24].[O:5]1[CH2:6][CH2:7][CH2:8][CH:9]=[CH:10]1.[OH:1][CH2:2][C:3]#[CH:4].[c:11]1([CH3:12])[cH:13][cH:14][c:15]([S:16]([OH:17])(=[O:18])=[O:19])[cH:20][cH:21]1>>[O:1]([CH2:2][C:3]#[CH:4])[CH:10]1[O:5][CH2:6][CH2:7][CH2:8][CH2:9]1.